From a dataset of the Open Reaction Database (ORD), a public repository of structured organic reaction records. describe an organic reaction: reactants, conditions, products, and yield Starting materials: Cl.C(=O)(OC)CCC(OC)=N (methyl β-carbomethoxypropionimidate hydrochloride), N (ammonia). Solvent: CO (methanol). Conditions: time 2 hour. The product is Cl.C(=O)(OC)CCC(=N)N (β-Carbomethoxypropionamidine hydrochloride). The yield is 51.5%. Reaction SMILES: [ClH:1].[C:2]([CH2:6][CH2:7][C:8](=[NH:11])OC)([O:4][CH3:5])=[O:3].[NH3:12]>CO>[ClH:1].[C:2]([CH2:6][CH2:7][C:8]([NH2:11])=[NH:12])([O:4][CH3:5])=[O:3] |f:0.1,4.5|. Procedure details: To a suspension of 16.5 g. (0.09 mole) of methyl β-carbomethoxypropionimidate hydrochloride in 20 ml. of methanol at ice bath temperatures is added 12 ml. of the same solvent containing 1.7 g. of dissolved ammonia gas. The reaction mixture is allowed to stir at room temperature for 2 hrs., followed by filtration of some insoluble material and concentration of the filtrate to near dryness. The residual white solids are treated with ethanol, filtered and dried, 7.8 g. (51.5% yield), m.p. 132°-134°... Starting materials: BrC=1C=C(C=CC1)C1CC(NC2=CC3=C(C=C12)CCC3)=O (4-(3-Bromo-phenyl)-1,3,4,6,7,8-hexahydro-cyclopenta[g]quinolin-2-one), cuprous cyanide, CN1CCCN(C1=O)C (N,N′-dimethylpropyleneurea), O (Water). Conditions: temperature 195 celsius. The product is O=C1NC2=CC3=C(C=C2C(C1)C=1C=C(C#N)C=CC1)CCC3 (3-(2-Oxo-2,3,4,6,7,8-hexahydro-1H-cyclopenta[g]quinolin-4-yl)-benzonitrile). RXN SMILES: Br[C:2]1[CH:3]=[C:4]([CH:8]2[C:17]3[C:12](=[CH:13][C:14]4[CH2:20][CH2:19][CH2:18][C:15]=4[CH:16]=3)[NH:11][C:10](=[O:21])[CH2:9]2)[CH:5]=[CH:6][CH:7]=1.O.[CH3:23][N:24]1C(=O)N(C)CCC1>>[O:21]=[C:10]1[CH2:9][CH:8]([C:4]2[CH:3]=[C:2]([CH:7]=[CH:6][CH:5]=2)[C:23]#[N:24])[C:17]2[C:12](=[CH:13][C:14]3[CH2:20][CH2:19][CH2:18][C:15]=3[CH:16]=2)[NH:11]1. Procedure details: A mixture of 4-(3-Bromo-phenyl)-1,3,4,6,7,8-hexahydro-cyclopenta[g]quinolin-2-one (160 mg, 0.47 mmol) and cuprous cyanide (50.3 mg, 0.56 mmol) in N,N′-dimethylpropyleneurea was heated at 195° C. for 14 hr under an atmosphere of argon. Water was added and the product extracted with ethyl acetate. The product (12 mg) was purified by flash chromatography on silica gel (eluent, hexane:ethyl acetate, 8:2, 7:3, 6:4) followed by reverse phase HPLC (water-acetonitrile gradient, 0.05% trifluoroacetic aci... Reactants: COC(=O)c1sc(-n2cnc3cnccc32)cc1OCc1ccccc1C#N, CO, N. Product: N#Cc1ccccc1COc1cc(-n2cnc3cnccc32)sc1C(N)=O. Reaction SMILES: [C:1](#[N:2])[c:3]1[c:4]([CH2:5][O:6][c:7]2[c:8]([C:21]([O:23][CH3:22])=[O:24])[s:9][c:10](-[n:12]3[cH:13][n:14][c:15]4[cH:16][n:17][cH:18][cH:19][c:20]34)[cH:11]2)[cH:25][cH:26][cH:27][cH:28]1.[CH3:30][OH:31].[NH3:29]>>[C:1](#[N:2])[c:3]1[c:4]([CH2:5][O:6][c:7]2[c:8]([C:21](=[O:23])[NH2:29])[s:9][c:10](-[n:12]3[cH:13][n:14][c:15]4[cH:16][n:17][cH:18][cH:19][c:20]34)[cH:11]2)[cH:25][cH:26][cH:27][cH:28]1. Reactants: NC1=C(C(=NO1)C)Br (5-amino-4-bromo-3-methylisoxazole), BrC=1C=CC(=C(C1)S(=O)(=O)Cl)OC (5-bromo-2-methoxybenzenesulfonyl chloride). Product: BrC=1C=CC(=C(C1)S(=O)(=O)NC1=C(C(=NO1)C)Br)OC (5-Bromo-2-methoxy-N-(4-bromo-3-methyl-5-isoxazolyl)benzenesulfonamide). Yield: 61.0%. As a reaction SMILES: [NH2:1][C:2]1[O:6][N:5]=[C:4]([CH3:7])[C:3]=1[Br:8].[Br:9][C:10]1[CH:11]=[CH:12][C:13]([O:20][CH3:21])=[C:14]([S:16](Cl)(=[O:18])=[O:17])[CH:15]=1>>[Br:9][C:10]1[CH:11]=[CH:12][C:13]([O:20][CH3:21])=[C:14]([S:16]([NH:1][C:2]2[O:6][N:5]=[C:4]([CH3:7])[C:3]=2[Br:8])(=[O:17])=[O:18])[CH:15]=1. Procedure: 5-Bromo-2-methoxy-N-(4-bromo-3-methyl-5-isoxazolyl)benzenesulfonamide was prepared from 5-amino-4-bromo-3-methylisoxazole and 5-bromo-2-methoxybenzenesulfonyl chloride according to the procedures described in Example 30. The crude product was purified by recrystallization from ethyl acetate/hexanes to give a crystalline solid, m.p. 192-195° C., yield 61%.